From a dataset of the Open Reaction Database (ORD), a public repository of structured organic reaction records. describe an organic reaction: reactants, conditions, products, and yield Starting materials: ClC(=O)OC (Methyl chloroformate), CC1=CC=C(C=C1)S(=O)(=O)OC[C@H]1COC2=C(O1)C(=C(C=C2)N)C=CC ({(2R)-7-amino-8-[1-propenyl]-2,3-dihydro-1,4-benzodioxin-2-yl}methyl 4-methyl-benzenesulfonate), C(C)(C)N(C(C)C)CC (N,N-diisopropylethylamine). Run in C(C)(=O)OCC (ethyl acetate). Conditions: time 10 hour. Product: CC1=CC=C(C=C1)S(=O)(=O)OCC1COC2=C(O1)C(=C(C=C2)NC(=O)OC)C=CC ({7-[(Methoxycarbonyl)amino]-8-[1-propenyl]-2,3-dihydro-1,4-benzodioxin-2-yl}methyl 4-methylbenzenesulfonate). Yield: 69.6%. RXN SMILES: Cl[C:2]([O:4][CH3:5])=[O:3].[CH3:6][C:7]1[CH:12]=[CH:11][C:10]([S:13]([O:16][CH2:17][C@@H:18]2[O:23][C:22]3[C:24]([CH:29]=[CH:30][CH3:31])=[C:25]([NH2:28])[CH:26]=[CH:27][C:21]=3[O:20][CH2:19]2)(=[O:15])=[O:14])=[CH:9][CH:8]=1.C(N(CC)C(C)C)(C)C>C(OCC)(=O)C>[CH3:6][C:7]1[CH:12]=[CH:11][C:10]([S:13]([O:16][CH2:17][CH:18]2[O:23][C:22]3[C:24]([CH:29]=[CH:30][CH3:31])=[C:25]([NH:28][C:2]([O:4][CH3:5])=[O:3])[CH:26]=[CH:27][C:21]=3[O:20][CH2:19]2)(=[O:15])=[O:14])=[CH:9][CH:8]=1. Reported procedure: Methyl chloroformate (2.93 mL, 37.9 mmole) was added to a solution of {(2R)-7-amino-8-[1-propenyl]-2,3-dihydro-1,4-benzodioxin-2-yl}methyl 4-methyl-benzenesulfonate (2.35 g, 6.30 mmole) in ethyl acetate (125 mL), followed by the addition of N,N-diisopropylethylamine (5.50 mL, 31.6 mmole) dropwise over a period of 20 minutes. The solution was stirred under nitrogen at room temperature over a period of 10 hours. This solution was then washed with 2N aqueous HCl, saturated aqueous sodium bicarbonat...